From a dataset of the Open Reaction Database (ORD), a public repository of structured organic reaction records. describe an organic reaction: reactants, conditions, products, and yield Reactants: [N+](=O)([O-])C1=CC=C(C=C1)C(=O)C(=O)C1=CC=CC=C1 (4-nitrobenzil), BrC=1C=C(C=CC1)O (3-bromophenol), C([O-])([O-])=O.[K+].[K+] (potassium carbonate). Run in CS(=O)C (dimethylsulfoxide). Run at time 20 minute. The product is BrC=1C=C(OC2=CC=C(C=C2)C(=O)C(=O)C2=CC=CC=C2)C=CC1 (4-(3-bromophenoxy)benzil). The yield is 68.4%. As a reaction SMILES: [N+]([C:4]1[CH:9]=[CH:8][C:7]([C:10]([C:12]([C:14]2[CH:19]=[CH:18][CH:17]=[CH:16][CH:15]=2)=[O:13])=[O:11])=[CH:6][CH:5]=1)([O-])=O.[Br:20][C:21]1[CH:22]=[C:23]([OH:27])[CH:24]=[CH:25][CH:26]=1.C(=O)([O-])[O-].[K+].[K+]>CS(C)=O>[Br:20][C:21]1[CH:22]=[C:23]([CH:24]=[CH:25][CH:26]=1)[O:27][C:4]1[CH:9]=[CH:8][C:7]([C:10]([C:12]([C:14]2[CH:19]=[CH:18][CH:17]=[CH:16][CH:15]=2)=[O:13])=[O:11])=[CH:6][CH:5]=1 |f:2.3.4|. Reported procedure: To a 250 ml flask fitted with reflux condenser, thermometer, and nitrogen inlet were added 4-nitrobenzil (10.83 g, 42.49 mmol), 3-bromophenol (7.35 g, 42.49 mmol) and dimethylsulfoxide (150 ml). After stirring at room temperature for 20 minutes under a nitrogen atmosphere, potassium carbonate (11.73 g, 84.98 mmol) was added to the flask and the flask was heated to an internal temperature of 95° C. for 19 h under nitrogen. When cooled to room temperature the solution was very slowly poured into 1... Reactants: C(C=CC1=CC=CC=C1)(=O)Cl (cinnamic acid chloride), BrCCO (2-bromoethanol), Cl.N1=CC=CC=C1 (pyridine hydrochloride). Solvent: C(C)C(=O)C (methyl ethyl ketone), C(C)C(=O)C (methyl ethyl ketone). Yields the product C(C=CC1=CC=CC=C1)(=O)OCCBr (2-bromoethyl cinnamate). Isolated yield 86.9%. As a reaction SMILES: [C:1](Cl)(=[O:10])[CH:2]=[CH:3][C:4]1[CH:9]=[CH:8][CH:7]=[CH:6][CH:5]=1.[Br:12][CH2:13][CH2:14][OH:15].Cl.N1C=CC=CC=1>C(C(C)=O)C>[C:1]([O:15][CH2:14][CH2:13][Br:12])(=[O:10])[CH:2]=[CH:3][C:4]1[CH:9]=[CH:8][CH:7]=[CH:6][CH:5]=1 |f:2.3|. Procedure: 35.3 g (0.212 mol) of cinnamic acid chloride and 100 mL of methyl ethyl ketone were placed in a reaction vessel and stirred at room temperature under a nitrogen atmosphere. Then 28.2 g (0.225 mol) of 2-bromoethanol and 21 g of pylidine were dissolved in 100 mL of methyl ethyl ketone. The resulting solution was added dropwise in the aforementioned reaction vessel at room temperature, and then refluxed with stirring for 2 hours. After cooling the solution, pyridine hydrochloride was precipitated a... As a reaction SMILES: [ClH:1].[CH3:2][O:3][C:4]1[CH:5]=[C:6]([CH:35]=[CH:36][C:37]=1[O:38][CH3:39])[CH2:7][CH2:8][NH:9][CH2:10][CH:11]([OH:34])[C:12]1[CH:17]=[CH:16][C:15]([O:18]CC2C=CC=CC=2)=[C:14]([O:26]CC2C=CC=CC=2)[CH:13]=1.[H][H]>C(O)(C)C.O.[C].[Pd]>[ClH:1].[CH3:2][O:3][C:4]1[CH:5]=[C:6]([CH:35]=[CH:36][C:37]=1[O:38][CH3:39])[CH2:7][CH2:8][NH:9][CH2:10][CH:11]([OH:34])[C:12]1[CH:17]=[CH:16][C:15]([OH:18])=[C:14]([OH:26])[CH:13]=1 |f:0.1,5.6,7.8|. The reactants are Cl.COC=1C=C(CCNCC(C2=CC(=C(C=C2)OCC2=CC=CC=C2)OCC2=CC=CC=C2)O)C=CC1OC (α-(3,4-dimethoxyphenethylaminomethyl)-3,4-dibenzyloxybenzylalcohol hydrochloride), [H][H] (hydrogen). Reagents/catalysts: [C].[Pd] (palladium-carbon). Yield: 104.1%. Solvent: C(C)(C)O (isopropanol), O (water). Yields the product Cl.COC=1C=C(CCNCC(C2=CC(=C(C=C2)O)O)O)C=CC1OC (α-(3,4-dimethoxyphenethylaminomethyl)-3,4-dihydroxybenzylalcohol hydrochloride). Procedure details: 3 g of α-(3,4-dimethoxyphenethylaminomethyl)-3,4-dibenzyloxybenzylalcohol hydrochloride are suspended in a mixture of 80 ml of isopropanol and 20 ml of water. One g of 10 % palladium-carbon is added to the suspension. Then, the mixture is subjected to catalytic hydrogenation in a hydrogen atmosphere at room temperature for 1 hour under atmospheric pressure. After the reaction is completed, the mixture is filtered to remove the catalyst. The filtrate is concentrated under reduced pressure, and th... Starting materials: C1CCNC1, CCN(C(C)C)C(C)C, COC(=O)c1ccc2c(c1)CC(C)(C)C(c1cccc(S(=O)(=O)Cl)c1)=N2, ClCCl. Yields the product COC(=O)c1ccc2c(c1)CC(C)(C)C(c1cccc(S(=O)(=O)N3CCCC3)c1)=N2. RXN SMILES: [CH2:1]1[CH2:2][CH2:3][NH:4][CH2:5]1.[CH:6]([N:7]([CH2:8][CH3:9])[CH:10]([CH3:11])[CH3:12])([CH3:13])[CH3:14].[Cl:15][S:16](=[O:17])(=[O:18])[c:19]1[cH:20][c:21]([C:25]2=[N:26][c:27]3[cH:28][cH:29][c:30]([C:37](=[O:38])[O:39][CH3:40])[cH:31][c:32]3[CH2:33][C:34]2([CH3:35])[CH3:36])[cH:22][cH:23][cH:24]1.[Cl:41][CH2:42][Cl:43]>>[CH2:1]1[CH2:2][CH2:3][N:4]([S:16](=[O:17])(=[O:18])[c:19]2[cH:20][c:21]([C:25]3=[N:26][c:27]4[cH:28][cH:29][c:30]([C:37](=[O:38])[O:39][CH3:40])[cH:31][c:32]4[CH2:33][C:34]3([CH3:35])[CH3:36])[cH:22][cH:23][cH:24]2)[CH2:5]1. Procedure details: The reaction was carried out in the same manner as in Example 6 except that ethoxybenzene was replaced by 150 g. (1229.5 m.moles) of p-methoxytoluene and 4.11 g. (29.8 m.moles) of 2-methoxy-5-methylphenol was obtained in a yield of 46.9 %. Reaction SMILES: C([O:3]C1C=CC=CC=1)C.[CH3:10][O:11][C:12]1[CH:17]=[CH:16][C:15]([CH3:18])=[CH:14][CH:13]=1>>[CH3:10][O:11][C:12]1[CH:17]=[CH:16][C:15]([CH3:18])=[CH:14][C:13]=1[OH:3]. Yields the product COC1=C(C=C(C=C1)C)O (2-methoxy-5-methylphenol). Yield: 46.9%. The reactants are C(C)OC1=CC=CC=C1 (ethoxybenzene), COC1=CC=C(C=C1)C (p-methoxytoluene).